describe an organic reaction: reactants, conditions, products, and yield From a dataset of the Open Reaction Database (ORD), a public repository of structured organic reaction records. Starting materials: OCc1c(F)cc(Br)cc1F, CS(=O)(=O)Cl, ClCCl. Product: CS(=O)(=O)OCc1c(F)cc(Br)cc1F. Reaction SMILES: [Br:1][c:2]1[cH:3][c:4]([F:11])[c:5]([CH2:9][OH:10])[c:6]([F:8])[cH:7]1.[CH3:12][S:13](=[O:14])(=[O:15])[Cl:16].[Cl:17][CH2:18][Cl:19]>>[Br:1][c:2]1[cH:3][c:4]([F:11])[c:5]([CH2:9][O:10][S:13]([CH3:12])(=[O:14])=[O:15])[c:6]([F:8])[cH:7]1. Reactants: CC1=CC(=C(C=C1)C(C)=O)Cl (4'-methyl-2'-chloroacetophenone), ClC1=CC(=C(C=C1)C(C)=O)C (4'-chloro-2'-methylacetophenone). Product: ClC=1C=C(C=CC1)C (3-chlorotoluene), C(C)(=O)Cl (acetyl chloride). As a reaction SMILES: [CH3:1][C:2]1[CH:7]=[CH:6][C:5]([C:8](=[O:10])C)=[C:4]([Cl:11])[CH:3]=1.[Cl:12]C1C=CC(C(=O)C)=C(C)C=1>>[Cl:11][C:4]1[CH:3]=[C:2]([CH3:1])[CH:7]=[CH:6][CH:5]=1.[C:8]([Cl:12])(=[O:10])[CH3:5]. Procedure: A mixture of 4'-methyl-2'-chloroacetophenone and 4'-chloro-2'-methylacetophenone (98 g), [obtained by reaction of 3-chlorotoluene with acetyl chloride using the conditions of C R Noller and R Adams, J.Amer.Chem.Soc., 46, 1892 (1924)], methylamine (33% w/w solution in industrial methylated spirit, 130 ml), copper powder (3 g) and industrial methylated spirit (150 ml) was stirred in a sealed pressure vessel at 100° overnight. After cooling, further methylamine solution (130 ml) was added, the pres... Procedure: To a slurry of cesium carbonate (8.9 g, 27 mmol) and 6-bromopyridin-3-ol (2.6 g, 15 mmol) was added 4-(2-chloropyridin-3-yl)-N-methylpyrimidin-2-amine (3.0 g, 14 mmol). The reaction mixture was sealed and heated to 125° C. for 16 h. The mixture was cooled and diluted with water and the aqueous solution was extracted with DCM (3×75 mL). The combined organics were dried over anhydrous sodium sulfate, filtered, and concentrated in vacuo to give a brown oil, which was taken up in a little DCM and pu... Conditions: temperature 125 celsius. The solvent is O (water). The reactants are C([O-])([O-])=O.[Cs+].[Cs+] (cesium carbonate), BrC1=CC=C(C=N1)O (6-bromopyridin-3-ol), ClC1=NC=CC=C1C1=NC(=NC=C1)NC (4-(2-chloropyridin-3-yl)-N-methylpyrimidin-2-amine), C(Cl)Cl (DCM). The product is BrC1=CC=C(C=N1)OC1=NC=CC=C1C1=NC(=NC=C1)NC (4-(2-(6-bromopyridin-3-yloxy)pyridin-3-yl)-N-methylpyrimidin-2-amine). Reaction SMILES: C(=O)([O-])[O-].[Cs+].[Cs+].[Br:7][C:8]1[N:13]=[CH:12][C:11]([OH:14])=[CH:10][CH:9]=1.Cl[C:16]1[C:21]([C:22]2[CH:27]=[CH:26][N:25]=[C:24]([NH:28][CH3:29])[N:23]=2)=[CH:20][CH:19]=[CH:18][N:17]=1.C(Cl)Cl>O>[Br:7][C:8]1[N:13]=[CH:12][C:11]([O:14][C:16]2[C:21]([C:22]3[CH:27]=[CH:26][N:25]=[C:24]([NH:28][CH3:29])[N:23]=3)=[CH:20][CH:19]=[CH:18][N:17]=2)=[CH:10][CH:9]=1 |f:0.1.2|.